From a dataset of the Open Reaction Database (ORD), a public repository of structured organic reaction records. describe an organic reaction: reactants, conditions, products, and yield The reactants are CO, CCOC(C)=O, NN, O=C1c2ccccc2C(=O)N1Cc1ncsc1-c1ccccc1. The product is NCc1ncsc1-c1ccccc1. RXN SMILES: [CH3:26][OH:27].[CH3:28][CH2:29][O:30][C:31](=[O:32])[CH3:33].[NH2:24][NH2:25].[c:1]1(-[c:7]2[c:8]([CH2:12][N:13]3[C:14](=[O:15])[c:16]4[c:17]([cH:18][cH:19][cH:20][cH:21]4)[C:22]3=[O:23])[n:9][cH:10][s:11]2)[cH:2][cH:3][cH:4][cH:5][cH:6]1>>[c:1]1(-[c:7]2[c:8]([CH2:12][NH2:13])[n:9][cH:10][s:11]2)[cH:2][cH:3][cH:4][cH:5][cH:6]1. Reactants: FC(C=1C=C(C=C(C1)C(F)(F)F)[C@@H](C)O[C@H]1CN(C[C@@H]1C1=CC=C(C=C1)F)C1=CC(CC1)=O)(F)F (3-[(3R,4S)-3-({(1R)-1-[3,5-bis(trifluoromethyl)phenyl]ethyl}oxy)-4-(4-fluorophenyl)pyrrolidin-1-yl]cyclopent-2-en-1-one), C=O (paraformaldehyde), Cl.CNC (dimethylamine hydrochloride). Solvent: C(C)O (ethanol). Run at temperature 90 celsius. The product is FC(C=1C=C(C=C(C1)C(F)(F)F)[C@@H](C)O[C@H]1CN(C[C@@H]1C1=CC=C(C=C1)F)C1=C(C(CC1)=O)CN(C)C)(F)F (3-[(3R,4S)-3-({(1R)-1-[3,5-Bis(trifluoromethyl)phenyl]ethyl}oxy)-4-(4-fluorophenyl)pyrrolidin-1-yl]-2-[(dimethylamino)methyl]cyclopent-2-en-1-one). Reaction SMILES: [F:1][C:2]([F:35])([F:34])[C:3]1[CH:4]=[C:5]([C@H:13]([O:15][C@@H:16]2[C@@H:20]([C:21]3[CH:26]=[CH:25][C:24]([F:27])=[CH:23][CH:22]=3)[CH2:19][N:18]([C:28]3[CH2:32][CH2:31][C:30](=[O:33])[CH:29]=3)[CH2:17]2)[CH3:14])[CH:6]=[C:7]([C:9]([F:12])([F:11])[F:10])[CH:8]=1.[CH2:36]=O.Cl.[CH3:39][NH:40][CH3:41]>C(O)C>[F:10][C:9]([F:11])([F:12])[C:7]1[CH:6]=[C:5]([C@H:13]([O:15][C@@H:16]2[C@@H:20]([C:21]3[CH:22]=[CH:23][C:24]([F:27])=[CH:25][CH:26]=3)[CH2:19][N:18]([C:28]3[CH2:32][CH2:31][C:30](=[O:33])[C:29]=3[CH2:39][N:40]([CH3:36])[CH3:41])[CH2:17]2)[CH3:14])[CH:4]=[C:3]([C:2]([F:1])([F:34])[F:35])[CH:8]=1 |f:2.3|. Reported procedure: In a pressure tube, 50 mg (0.0997 mmol) 3-[(3R,4S)-3-({(1R)-1-[3,5-bis(trifluoromethyl)phenyl]ethyl}oxy)-4-(4-fluorophenyl)pyrrolidin-1-yl]cyclopent-2-en-1-one (Example 3, step F), 10.5 mg (0.3489 mmol) paraformaldehyde, and 20.3 mg (0.2493 mmol) dimethylamine hydrochloride was dissolved in ethanol (4 mL). The tube was sealed and heated in an oil bath for 3 hr at 90° C. The reaction mixture was cooled to RT, the tube was opened and the solvent removed under vacuum. The residue was partitioned be... The product is ClC1=C(C(=CC(=C1)C(F)(F)F)Cl)N1N=CC(=N1)CSCC (2-(2,6-dichloro-4-trifluoromethylphenyl)-4-(ethylthiomethyl)-2H-1,2,3-triazole). Run at time 3 hour. Reaction SMILES: Br[CH2:2][C:3]1[CH:7]=[N:6][N:5]([C:8]2[C:13]([Cl:14])=[CH:12][C:11]([C:15]([F:18])([F:17])[F:16])=[CH:10][C:9]=2[Cl:19])[N:4]=1.[CH2:20]([SH:22])[CH3:21].[H-].[Na+].O>O1CCCC1>[Cl:19][C:9]1[CH:10]=[C:11]([C:15]([F:18])([F:17])[F:16])[CH:12]=[C:13]([Cl:14])[C:8]=1[N:5]1[N:4]=[C:3]([CH2:2][S:22][CH2:20][CH3:21])[CH:7]=[N:6]1 |f:2.3|. Procedure: 4-Bromomethyl-2-(2,6-dichloro-4-trifluoromethylphenyl) 2H-1,2,3-triazole (2.9 g) was added portionwise to a stirred mixture of ethanethiol (0.5 g) and sodium hydride (0.25 g) in tetrahydrofuran (30 ml) and the mixture stirred at room temperature for 3 hours. The mixture was added to water and extracted with ether. The extract was worked up to give 2-(2,6-dichloro-4-trifluoromethylphenyl)-4-(ethylthiomethyl)-2H-1,2,3-triazole, m.p. 53°-54°. (Compound 19) Reactants: O (water), BrCC1=NN(N=C1)C1=C(C=C(C=C1Cl)C(F)(F)F)Cl (4-Bromomethyl-2-(2,6-dichloro-4-trifluoromethylphenyl) 2H-1,2,3-triazole), C(C)S (ethanethiol), [H-].[Na+] (sodium hydride). Run in O1CCCC1 (tetrahydrofuran). Reactants: C(C)C1C(CCC(C(OC(C2CCCCN2C(C(C2(C(CC(C(C(CC(CC(=C1)C)C)OC)O2)OC)C)O)=O)=O)=O)C(=CC2CC(C(CC2)O)O)C)C)=O (17-Ethyl-1-hydroxy-12-[2'-(3",4"-dihydroxycyclohexyl)-1'-methylvinyl]-23,25-dimethoxy-13,19,21,27-tetramethyl-11,28-dioxa-4-azatricyclo[22.3.1.04,9 ]octacos-18-ene-2,3,10,16-tetraone), B(F)(F)F.CCOCC (borontrifluoride etherate), [N+](=[N-])=CCC (1-diazopropane). The solvent is CCOCC (ether). Run at time 15 minute. Yields the product C(C)C1C(CCC(C(OC(C2CCCCN2C(C(C2(C(CC(C(C(CC(CC(=C1)C)C)OC)O2)OC)C)O)=O)=O)=O)C(=CC2CC(C(CC2)O)OCCC)C)C)=O (17-Ethyl-1-hydroxy-12-[2'-(4"-hydroxy-3"-n-propyloxycyclohexyl)-1'-methylvinyl]-23,25-dimethoxy-13,19,21,27-tetramethyl-11,28-dioxa-4-azatricyclo[22.3.1.04,9 ]octacos-18-ene-2,3,10,16-tetraone). As a reaction SMILES: [CH2:1]([CH:3]1[CH:29]=[C:28]([CH3:30])[CH2:27][CH:26]([CH3:31])[CH2:25][CH:24]([O:32][CH3:33])[CH:23]2[O:34][C:19]([OH:38])([CH:20]([CH3:37])[CH2:21][CH:22]2[O:35][CH3:36])[C:18](=[O:39])[C:17](=[O:40])[N:16]2[CH:11]([CH2:12][CH2:13][CH2:14][CH2:15]2)[C:10](=[O:41])[O:9][CH:8]([C:42]([CH3:52])=[CH:43][CH:44]2[CH2:49][CH2:48][CH:47]([OH:50])[CH:46]([OH:51])[CH2:45]2)[CH:7]([CH3:53])[CH2:6][CH2:5][C:4]1=[O:54])[CH3:2].B(F)(F)F.CCOCC.[N+](=[CH:66][CH2:67][CH3:68])=[N-]>CCOCC>[CH2:1]([CH:3]1[CH:29]=[C:28]([CH3:30])[CH2:27][CH:26]([CH3:31])[CH2:25][CH:24]([O:32][CH3:33])[CH:23]2[O:34][C:19]([OH:38])([CH:20]([CH3:37])[CH2:21][CH:22]2[O:35][CH3:36])[C:18](=[O:39])[C:17](=[O:40])[N:16]2[CH:11]([CH2:12][CH2:13][CH2:14][CH2:15]2)[C:10](=[O:41])[O:9][CH:8]([C:42]([CH3:52])=[CH:43][CH:44]2[CH2:49][CH2:48][CH:47]([OH:50])[CH:46]([O:51][CH2:66][CH2:67][CH3:68])[CH2:45]2)[CH:7]([CH3:53])[CH2:6][CH2:5][C:4]1=[O:54])[CH3:2] |f:1.2|. Reported procedure: To a solution of 17-ethyl-1-hydroxy-12-[2'-(3",4"-dihydroxycyclohexyl)-1'-methylvinyl]-23,25-dimethoxy-13,19,21,27-tetramethyl-11,28-dioxa-4-azatricyclo[22.3.1.04,9 ]octacos-18-ene-2,3,10,16-tetraone (200 mg, Example 38) in ether (6 ml) is added borontrifluoride etherate (10 μl) followed by freshly prepared 1-diazopropane (100 fold excess). The mixture is stirred at room temperature for 15 min and quenched with sat'd aqueous sodium bicarbonate solution. The organic layer is separated, washed (sa... The reactants are C(C)C1C(C(CC(C1C)CO[Si](C)(C)C)=O)C1=CC=C(C=C1)OC1=CC=CC=C1 (3-ethyl-4-methyl-2-(4-phenoxy-phenyl)-5-trimethylsilanyloxymethyl-cyclohexanone), reagent. Run in [NH4+].[Cl-] (NH4Cl), C(C)(=O)OCC (ethyl acetate), C1CCOC1 (THF). Conditions: temperature 25 celsius, time 1 hour. The product is C(C)C1C(C(CC(C1C)CO[Si](C)(C)C)(O)C1=CC=C(C=C1)OC)C1=CC=C(C=C1)OC1=CC=CC=C1 (3-ethyl-1-(4-methoxy-phenyl)-4-methyl-2-(4-phenoxy-phenyl)-5-trimethylsilanyloxymethyl-cyclohexanol). Reaction SMILES: [CH2:1]([CH:3]1[CH:8]([CH3:9])[CH:7]([CH2:10][O:11][Si:12]([CH3:15])([CH3:14])[CH3:13])[CH2:6][C:5](=[O:16])[CH:4]1[C:17]1[CH:22]=[CH:21][C:20]([O:23][C:24]2[CH:29]=[CH:28][CH:27]=[CH:26][CH:25]=2)=[CH:19][CH:18]=1)[CH3:2]>C1COCC1.[NH4+].[Cl-].C(OCC)(=O)C>[CH2:1]([CH:3]1[CH:8]([CH3:9])[CH:7]([CH2:10][O:11][Si:12]([CH3:15])([CH3:14])[CH3:13])[CH2:6][C:5]([C:17]2[CH:22]=[CH:21][C:20]([O:23][CH3:24])=[CH:19][CH:18]=2)([OH:16])[CH:4]1[C:17]1[CH:18]=[CH:19][C:20]([O:23][C:24]2[CH:29]=[CH:28][CH:27]=[CH:26][CH:25]=2)=[CH:21][CH:22]=1)[CH3:2] |f:2.3|. Procedure details: To a solution of 3-ethyl-4-methyl-2-(4-phenoxy-phenyl)-5-trimethylsilanyloxymethyl-cyclohexanone (1.8 g, 3.8 mmol) in THF (10 mL) at −10° C. was added Grinard reagent (1.0 M, 7.5 mL). The reaction mixture was stirred at 25° C. for 1 h and then refluxed for 30 min. The reaction mixture was then cooled and diluted with aqueous saturated NH4Cl (100 mL) and ethyl acetate (100 mL). The organic layer was separated, dried over MgSO4 and purified on SiO2 (100% ethyl acetate) to yield crude product 3-eth... Starting materials: CCCCCCCCN, COS(=O)(=O)OC, CNC, Cc1ccccc1, [Na+], CN(C)C=O, [OH-], O. The product is CCCCCCCCN=CN(C)C. Reaction SMILES: [CH2:13]([CH2:14][CH2:15][CH2:16][CH2:17][CH2:18][CH2:19][CH3:20])[NH2:21].[CH3:1][O:2][S:3]([O:4][CH3:5])(=[O:6])=[O:7].[CH3:22][NH:23][CH3:24].[CH3:27][c:28]1[cH:29][cH:30][cH:31][cH:32][cH:33]1.[Na+:26].[O:8]=[CH:9][N:10]([CH3:11])[CH3:12].[OH-:25].[OH2:34]>>[CH:9]([N:10]([CH3:11])[CH3:12])=[N:21][CH2:13][CH2:14][CH2:15][CH2:16][CH2:17][CH2:18][CH2:19][CH3:20]. Starting materials: solid, FC1=C(C=CC=C1)N1N=CC=C1C1=CC=C(C=C1)[N+](=O)[O-] (1-(2-fluoro-phenyl)-5-(4-nitro-phenyl)-1H-pyrazole), FC1=C(C=CC=C1)N1N=CC=C1C1=CC=C(C=C1)[N+](=O)[O-] (1-(2-fluoro-phenyl)-5-(4-nitro-phenyl)-1H-pyrazole), FC=1C=C(C=CC1)CC#N (2-(3-fluoro-phenyl)-acetonitrile). Product: FC=1C=C(C=CC1)C1=C2C(=NO1)C=CC(=C2)C=2N(N=CC2)C2=C(C=CC=C2)F (3-(3-Fluoro-phenyl)-5-[2-(2-fluoro-phenyl)-2H-pyrazol-3-yl]-benzo[c]isoxazole). As a reaction SMILES: [F:1][C:2]1[CH:7]=[CH:6][CH:5]=[CH:4][C:3]=1[N:8]1[C:12]([C:13]2[CH:18]=[CH:17][C:16]([N+:19]([O-])=[O:20])=[CH:15][CH:14]=2)=[CH:11][CH:10]=[N:9]1.[F:22][C:23]1[CH:24]=[C:25]([CH2:29]C#N)[CH:26]=[CH:27][CH:28]=1>>[F:22][C:23]1[CH:24]=[C:25]([C:29]2[O:20][N:19]=[C:16]3[CH:15]=[CH:14][C:13]([C:12]4[N:8]([C:3]5[CH:4]=[CH:5][CH:6]=[CH:7][C:2]=5[F:1])[N:9]=[CH:10][CH:11]=4)=[CH:18][C:17]=23)[CH:26]=[CH:27][CH:28]=1. Reported procedure: The title compound, light yellow solid (73 mg, 55%), MS (ISP) m/z=374.1 [(M+H)+], mp 186° C., was prepared in accordance with the general method of example 1 from 1-(2-fluoro-phenyl)-5-(4-nitro-phenyl)-1H-pyrazole (intermediate B) (100 mg, 353 μmol) and commercially available 2-(3-fluoro-phenyl)-acetonitrile.